This data is from the Open Reaction Database (ORD), a public repository of structured organic reaction records. The task is: describe an organic reaction: reactants, conditions, products, and yield The reactants are O=C(O)C1CN(C(=O)OCc2ccccc2)C1, C[Si](C)(C)C=[N+]=[N-], CO, Cc1ccccc1. The product is COC(=O)C1CN(C(=O)OCc2ccccc2)C1. RXN SMILES: [CH2:1]([c:2]1[cH:3][cH:4][cH:5][cH:6][cH:7]1)[O:8][C:9](=[O:10])[N:11]1[CH2:12][CH:13]([C:15](=[O:16])[OH:17])[CH2:14]1.[CH3:18][Si:19]([CH:20]=[N+:21]=[N-:22])([CH3:23])[CH3:24].[CH3:25][OH:26].[CH3:27][c:28]1[cH:29][cH:30][cH:31][cH:32][cH:33]1>>[CH2:1]([c:2]1[cH:3][cH:4][cH:5][cH:6][cH:7]1)[O:8][C:9](=[O:10])[N:11]1[CH2:12][CH:13]([C:15](=[O:16])[O:17][CH3:18])[CH2:14]1. Reagents/catalysts: C1(CCCCC1)P(C1=C(C=CC=C1)C1=C(C=C(C=C1C(C)C)C(C)C)C(C)C)C1CCCCC1.NC1=C(C=CC=C1)C1=C(C=CC=C1)[Pd]Cl (dicyclohexyl(2′,4′,6′-triisopropylbiphenyl-2-yl)phosphine (2′-aminobiphenyl-2-yl)(chloro)palladium). The solvent is C1(=CC=CC=C1)C (toluene). Product: C(C1=CC=CC=C1)N1C(=CC2=C1C=CC=1N2C(=NN1)C)C=1N=CN(C1)C (6-benzyl-1-methyl-7-(1-methyl-1H-imidazol-4-yl)-6H-pyrrolo[2,3-e][1,2,4]triazolo[4,3-a]pyridine). Procedure details: 1-Benzyl-5-chloro-2-(1-methyl-1H-imidazol-4-yl)-1H-pyrrolo[3,2-b]pyridine (22 mg, 0.068 mmol, from Step 1), di-tert-butyl hydrazine-1,2-dicarboxylate (24 mg, 0.10 mmol) and Cs2CO3 (33 mg, 0.10 mmol) were combined in toluene (2.4 mL) and dicyclohexyl(2′,4′,6′-triisopropylbiphenyl-2-yl)phosphine-(2′-aminobiphenyl-2-yl)(chloro)palladium (1:1) (5.4 mg, 0.0068 mmol) was added. The mixture was degassed by a stream of nitrogen through the solution for 10 minutes. The reaction was stirred at 120° C. ove... Starting materials: C(C1=CC=CC=C1)N1C(=CC2=NC(=CC=C21)Cl)C=2N=CN(C2)C (1-benzyl-5-chloro-2-(1-methyl-1H-imidazol-4-yl)-1H-pyrrolo[3,2-b]pyridine), N(NC(=O)OC(C)(C)C)C(=O)OC(C)(C)C (di-tert-butyl hydrazine-1,2-dicarboxylate), C(=O)([O-])[O-].[Cs+].[Cs+] (Cs2CO3). Reaction conditions: temperature 120 celsius, time 8 hour. Reaction SMILES: [CH2:1]([N:8]1[C:16]2[C:11](=[N:12][C:13](Cl)=[CH:14][CH:15]=2)[CH:10]=[C:9]1[C:18]1[N:19]=[CH:20][N:21]([CH3:23])[CH:22]=1)[C:2]1[CH:7]=[CH:6][CH:5]=[CH:4][CH:3]=1.[NH:24]([C:33](OC(C)(C)C)=O)[NH:25]C(OC(C)(C)C)=O.[C:40]([O-])([O-])=O.[Cs+].[Cs+]>C1(C)C=CC=CC=1.C1(P(C2CCCCC2)C2C=CC=CC=2C2C(C(C)C)=CC(C(C)C)=CC=2C(C)C)CCCCC1.NC1C=CC=CC=1C1C=CC=CC=1[Pd]Cl>[CH2:1]([N:8]1[C:16]2[CH:15]=[CH:14][C:13]3[N:12]([C:33]([CH3:40])=[N:24][N:25]=3)[C:11]=2[CH:10]=[C:9]1[C:18]1[N:19]=[CH:20][N:21]([CH3:23])[CH:22]=1)[C:2]1[CH:7]=[CH:6][CH:5]=[CH:4][CH:3]=1 |f:2.3.4,6.7|. Isolated yield 24.1%. Starting materials: ice water, [N+](=O)(O)[O-] (nitric acid), S(O)(O)(=O)=O (sulphuric acid), ClC(C(F)(F)F)C1(OC2=C(O1)C=CC=C2)C(F)(F)F (2-(1-Chloro-2,2,2-trifluoroethyl)-2-trifluoromethyl-1,3-benzodioxole). Solvent: C(Cl)Cl (methylene chloride). Reaction conditions: time 2 hour. Yields the product [N+](=O)([O-])C1=CC2=C(OC(O2)(C(F)(F)F)C(C(F)(F)F)Cl)C=C1 (5-Nitro-2-(1-chloro-2,2,2-trifluoroethyl)-2-trifluoromethyl-1,3-benzodioxole). Reaction SMILES: [Cl:1][CH:2]([C:7]1([C:16]([F:19])([F:18])[F:17])[O:11][C:10]2[CH:12]=[CH:13][CH:14]=[CH:15][C:9]=2[O:8]1)[C:3]([F:6])([F:5])[F:4].[N+:20]([O-])([OH:22])=[O:21].S(=O)(=O)(O)O>C(Cl)Cl>[N+:20]([C:13]1[CH:14]=[CH:15][C:9]2[O:8][C:7]([CH:2]([Cl:1])[C:3]([F:6])([F:5])[F:4])([C:16]([F:19])([F:18])[F:17])[O:11][C:10]=2[CH:12]=1)([O-:22])=[O:21]. Procedure details: 613 g of 2-(1-chloro-2,2,2-trifluoroethyl)-2-trifluoromethyl-1,3-benzodloxole from Example 2 were dissolved in 1.2 l of methylene chloride and added dropwise at 0°-10° C. to a mixture of 400 ml of 65% nitric acid and 400 ml of conc. sulphuric acid. The reaction mixture was subsequently stirred for 2 hours at room temperature. It was then added cautiously to 2 l of ice-water and extracted with methylene chloride. The combined organic phases were washed twice with water, dried and concentrated. Th...